From a dataset of the Open Reaction Database (ORD), a public repository of structured organic reaction records. describe an organic reaction: reactants, conditions, products, and yield Reactants: BrCc1ccccc1, O=C([O-])[O-], COc1ccc(C(O)C(=O)O)cc1OC, [Cs+], [Cs+], CN(C)C=O, O. Yields the product COc1ccc(C(O)C(=O)OCc2ccccc2)cc1OC. RXN SMILES: [Br:22][CH2:23][c:24]1[cH:25][cH:26][cH:27][cH:28][cH:29]1.[C:16](=[O:17])([O-:18])[O-:19].[CH3:1][O:2][c:3]1[cH:4][c:5]([CH:11]([C:12](=[O:13])[OH:14])[OH:15])[cH:6][cH:7][c:8]1[O:9][CH3:10].[Cs+:20].[Cs+:21].[O:30]=[CH:31][N:32]([CH3:33])[CH3:34].[OH2:35]>>[CH3:1][O:2][c:3]1[cH:4][c:5]([CH:11]([C:12](=[O:13])[O:14][CH2:23][c:24]2[cH:25][cH:26][cH:27][cH:28][cH:29]2)[OH:15])[cH:6][cH:7][c:8]1[O:9][CH3:10].